From a dataset of the Open Reaction Database (ORD), a public repository of structured organic reaction records. describe an organic reaction: reactants, conditions, products, and yield Reactants: [N+](=O)([O-])C1=CC=CC=C1 (nitrobenzene), C(C)(=O)O (acetic acid). Yields the product pyromellitic anhydride, C1=CC(=CC=C1N)OC2=CC=C(C=C2)N (4,4'-diaminodiphenyloxide). As a reaction SMILES: [N+:1]([C:4]1[CH:9]=[CH:8][CH:7]=[CH:6][CH:5]=1)([O-])=O.[C:10]([OH:13])(=O)[CH3:11]>>[CH:9]1[C:4]([NH2:1])=[CH:5][CH:6]=[C:7]([O:13][C:10]2[CH:11]=[CH:9][C:4]([NH2:1])=[CH:5][CH:6]=2)[CH:8]=1. Reported procedure: Into a 100 ml four-necked flask provided with a stirrer, an inlet tube for the supply of an inert gas and an outlet pipe for the discharge of said inert gas 0.654 g of pyromellitic anhydride, 0.60 g of 4,4'-diaminodiphenyloxide, 0.45 ml of acetic acid and 10.0 ml of nitrobenzene. The reaction mixture is heated to 120° C with stirring and passing an inert gas and maintained at this temperature for 1 hour. On completion of the reaction and cooling the reaction mixture, the precipitated polymer is ...